This data is from the Open Reaction Database (ORD), a public repository of structured organic reaction records. The task is: describe an organic reaction: reactants, conditions, products, and yield Starting materials: C(#N)C1(CC1)NC(=O)[C@H]1NC[C@@H](C1)S(=O)(=O)C1=CC(=CC=C1)C(F)(F)F ((2S,4R)-N-(1-cyanocyclopropyl)-4-(3-(trifluoromethyl)phenylsulfonyl)pyrrolidine-2-carboxamide), Cl.N1(CCCCC1)C1(CC1)C(=O)O (1-(piperidin-1-yl)cyclopropanecarboxylic acid hydrochloride). The product is C(#N)C1(CC1)NC(=O)[C@H]1N(C[C@@H](C1)S(=O)(=O)C1=CC(=CC=C1)C(F)(F)F)C(=O)C1(CC1)N1CCCCC1 ((2S,4R)-N-(1-cyanocyclopropyl)-1-(1-(piperidin-1-yl)cyclopropanecarbonyl)-4-(3-(trifluoromethyl)phenylsulfonyl)pyrrolidine-2-carboxamide). Yield: 56.0%. As a reaction SMILES: [C:1]([C:3]1([NH:6][C:7]([C@@H:9]2[CH2:13][C@@H:12]([S:14]([C:17]3[CH:22]=[CH:21][CH:20]=[C:19]([C:23]([F:26])([F:25])[F:24])[CH:18]=3)(=[O:16])=[O:15])[CH2:11][NH:10]2)=[O:8])[CH2:5][CH2:4]1)#[N:2].Cl.[N:28]1([C:34]2([C:37](O)=[O:38])[CH2:36][CH2:35]2)[CH2:33][CH2:32][CH2:31][CH2:30][CH2:29]1>>[C:1]([C:3]1([NH:6][C:7]([C@@H:9]2[CH2:13][C@@H:12]([S:14]([C:17]3[CH:22]=[CH:21][CH:20]=[C:19]([C:23]([F:26])([F:24])[F:25])[CH:18]=3)(=[O:16])=[O:15])[CH2:11][N:10]2[C:37]([C:34]2([N:28]3[CH2:33][CH2:32][CH2:31][CH2:30][CH2:29]3)[CH2:35][CH2:36]2)=[O:38])=[O:8])[CH2:4][CH2:5]1)#[N:2] |f:1.2|. Procedure details: The reaction of (2S,4R)-N-(1-cyanocyclopropyl)-4-(3-(trifluoromethyl)phenylsulfonyl)pyrrolidine-2-carboxamide 7E with 1-(piperidin-1-yl)cyclopropanecarboxylic acid hydrochloride 16A carried out according to the general procedure L yielded (2S,4R)-N-(1-cyanocyclopropyl)-1-(1-(piperidin-1-yl)cyclopropanecarbonyl)-4-(3-(trifluoromethyl)phenylsulfonyl)pyrrolidine-2-carboxamide as a light yellow solid (56%). MS ISP (m/e): 539.3 (100) [(M+H)]+. Reactants: ClC=1C(=C2N=C(C(=NC2=CC1Cl)OC)OC)NC(COC)=S (6,7-dichloro-2,3-dimethoxy-5-methoxythioacetamidoquinoxaline), C(C1=CN=CC=C1)(=O)NN (nicotinic acid hydrazide). The reagents and catalysts are [Hg]=O (mercury(II) oxide). Solvent: O1CCOCC1 (1,4-dioxane). Product: N1=CC=NC2=CC=CC=C12 (quinoxaline). Yield: 127.5%. As a reaction SMILES: Cl[C:2]1[C:3](NC(=S)COC)=[C:4]2[C:9](=[CH:10][C:11]=1Cl)[N:8]=[C:7](OC)[C:6](OC)=[N:5]2.C(NN)(=O)C1C=CC=NC=1>[Hg]=O.O1CCOCC1>[N:5]1[C:4]2[C:9](=[CH:10][CH:11]=[CH:2][CH:3]=2)[N:8]=[CH:7][CH:6]=1. Procedure: A mixture of 6,7-dichloro-2,3-dimethoxy-5-methoxythioacetamidoquinoxaline (25.3 g, 69.9 mmol), nicotinic acid hydrazide (19.3 g, 140.8 mmol), mercury(II) oxide (15.1 g, 69.7 mmol) and 1,4-dioxane (600 mL) was heated under reflux for 18 hours. After cooling, the mixture was filtered through ARBOCEL (trade mark) filter aid and the residue washed with dichloromethane. The filtrate was concentrated under reduced pressure to afford a light brown solid which was partitioned between ethyl acetate and 2...